Dataset: the Open Reaction Database (ORD), a public repository of structured organic reaction records. Task: describe an organic reaction: reactants, conditions, products, and yield The reactants are [O-][n+]1cccc(CO)c1, O=S(Cl)Cl, c1ccccc1. Product: [O-][n+]1cccc(CS)c1. As a reaction SMILES: [OH:1][CH2:2][c:3]1[cH:4][n+:5]([O-:9])[cH:6][cH:7][cH:8]1.[S:10]([Cl:11])([Cl:12])=[O:13].[cH:14]1[cH:15][cH:16][cH:17][cH:18][cH:19]1>>[CH2:2]([c:3]1[cH:4][n+:5]([O-:9])[cH:6][cH:7][cH:8]1)[SH:10]. Starting materials: [Li+].[B-](CC)(CC)CC (Superhydride), FC1=CC=C(C=C1)N1N=CC2=C1C=C1CCN(C[C@]1(C2)C(=O)OC)S(=O)(=O)C=2C=C(C=CC2)C ((R)-methyl 1-(4-fluorophenyl)-6-(m-tolylsulfonyl)-4,4a,5,6,7,8-hexahydro-1H-pyrazolo[3,4-g]isoquinoline-4a-carboxylate). Run in O1CCCC1 (tetrahydrofuran). Conditions: time 2 hour. The product is FC1=CC=C(C=C1)N1N=CC2=C1C=C1CCN(C[C@]1(C2)CO)S(=O)(=O)C=2C=C(C=CC2)C ((R)-(1-(4-fluorophenyl)-6-(m-tolylsulfonyl)-4,4a,5,6,7,8-hexahydro-1H-pyrazolo[3,4-g]isoquinolin-4a-yl)methanol). The yield is 90.9%. As a reaction SMILES: [Li+].[B-](CC)(CC)CC.[F:9][C:10]1[CH:15]=[CH:14][C:13]([N:16]2[C:20]3[CH:21]=[C:22]4[C@:27]([C:29](OC)=[O:30])([CH2:28][C:19]=3[CH:18]=[N:17]2)[CH2:26][N:25]([S:33]([C:36]2[CH:37]=[C:38]([CH3:42])[CH:39]=[CH:40][CH:41]=2)(=[O:35])=[O:34])[CH2:24][CH2:23]4)=[CH:12][CH:11]=1>O1CCCC1>[F:9][C:10]1[CH:15]=[CH:14][C:13]([N:16]2[C:20]3[CH:21]=[C:22]4[C@:27]([CH2:29][OH:30])([CH2:28][C:19]=3[CH:18]=[N:17]2)[CH2:26][N:25]([S:33]([C:36]2[CH:37]=[C:38]([CH3:42])[CH:39]=[CH:40][CH:41]=2)(=[O:35])=[O:34])[CH2:24][CH2:23]4)=[CH:12][CH:11]=1 |f:0.1,^1:1|. Procedure details: Superhydride (1M solution in tetrahydrofuran, 43.2 ml, 43.2 mmol) was added slowly to a solution of (R)-methyl 1-(4-fluorophenyl)-6-(m-tolylsulfonyl)-4,4a,5,6,7,8-hexahydro-1H-pyrazolo[3,4-g]isoquinoline-4a-carboxylate (5.2 g, 10.80 mmol) in tetrahydrofuran (100 mL) at 0° C. and stirred for 2 hours. The reaction was quenched with ammonium chloride solution (aqueous, 100 mL) and ethyl acetate (100 mL) was added. The phases were separated and the organic phase was washed with brine (100 mL), dried... Procedure: Bioassays. All bioassays were performed in duplicate, testing at 10, 2, 0.4, 0.08 and 0.016 μg/mL. Malaria bioassays were performed as previously reported by our program, using chloroquine as a positive control (IC50=80-100 nM). Chagas bioassays were performed following the protocol of Buckner et al, and using nifurtimox as a positive control (IC50 3-5 μg/mL). Leishmaniasis bioassays were performed using a method previously employed in our laboratory, based on parasite DNA fluorescence. In this ... Starting materials: CCN(CC)CCCC(C)NC=1C=CN=C2C1C=CC(=C2)Cl (chloroquine), C[C@H]1/C=C/C=C/C=C/C=C/C=C/C=C/C=C/[C@@H](C[C@H]2[C@@H]([C@H](C[C@](O2)(C[C@H](C[C@H]([C@@H](CC[C@H](C[C@H](CC(=O)O[C@H]([C@@H]([C@@H]1O)C)C)O)O)O)O)O)O)O)C(=O)O)O[C@H]3[C@H]([C@H]([C@@H]([C@H](O3)C)O)N)O (amphotericin-B), CC1CS(=O)(=O)CCN1/N=C/C2=CC=C(O2)[N+](=O)[O-] (nifurtimox), DNA. The product is C[C@H](C(=O)N[C@@H](C)C1=CC=CC=C1)CCCCCC ((2S)-2-methyl-N-((S)-1-phenylethyl)octanamide). RXN SMILES: CCN(CCCC([NH:11][C:12]1[CH:13]=CN=[C:16]2[CH:21]=[C:20](Cl)[CH:19]=[CH:18][C:17]=12)C)CC.CC1N(/N=C/C2OC([N+]([O-])=O)=CC=2)CCS(=O)(=O)C1.C[C@@H]1[C@@H](O)[C@@H](C)[C@H](C)OC(=O)C[C@H](O)C[C@H](O)CC[C@@H](O)[C@H](O)[CH2:68][C@H:67](O)[CH2:66][C@@:64]2(O)[O:65][C@H:60]([C@H:61]([C:93](O)=O)[C@@H:62](O)[CH2:63]2)C[C@@H](O[C@@H]2O[C@H](C)[C@@H](O)[C@H](N)[C@@H]2O)C=CC=CC=CC=CC=CC=CC=C1>>[CH3:93][C@@H:61]([CH2:62][CH2:63][CH2:64][CH2:66][CH2:67][CH3:68])[C:60]([NH:11][C@H:12]([C:17]1[CH:18]=[CH:19][CH:20]=[CH:21][CH:16]=1)[CH3:13])=[O:65]. Starting materials: Cl.C(C)OC(=O)N1C[C@H](CC1)NC1=NC=C(C=C1)NC(=O)C1=CC2=C(S1)C=CC(=C2)Br ((S)-3-{5-[(5-bromo-benzo[b]thiophene-2-carbonyl)-amino]-pyridin-2-ylamino}-pyrrolidine-1-carboxylic acid ethyl ester hydrochloride), (S)-3-{5-[(5-bromo-1-ethyl-1,4-indole-2-carbonyl)-amino]-pyridin-2-ylamino}-pyrrolidine-1-carboxylic acid ethyl ester hydrochloride, C(C)OC(=O)N1C[C@H](CC1)NC1=NC=C(C=C1)N ((S)-3-(5-amino-pyridin-2-ylamino)-pyrrolidine-1-carboxylic acid ethyl ester), BrC=1C=C2C=C(N(C2=CC1)CC)C(=O)O (5-bromo-1-ethyl-indole-2-carboxylic acid). The product is Cl.C(C)OC(=O)N1C[C@H](CC1)NC1=NC=C(C=C1)NC(=O)C=1N(C2=CC=C(C=C2C1)Br)CC ((S)-3-{5-[(5-Bromo-1-ethyl-1H-indole-2-carbonyl)-amino]-pyridin-2-ylamino}-pyrrolidine-1-carboxylic acid ethyl ester hydrochloride). As a reaction SMILES: [ClH:1].[CH2:2]([O:4][C:5]([N:7]1[CH2:11][CH2:10][C@H:9]([NH:12][C:13]2[CH:18]=[CH:17][C:16]([NH:19][C:20]([C:22]3S[C:25]4[CH:27]=[CH:28][C:29]([Br:31])=[CH:30][C:24]=4[CH:23]=3)=[O:21])=[CH:15][N:14]=2)[CH2:8]1)=[O:6])[CH3:3].C(OC([N:37]1CC[C@H:39](NC2C=CC(N)=CN=2)[CH2:38]1)=O)C.BrC1C=C2C(=CC=1)N(CC)C(C(O)=O)=C2>>[ClH:1].[CH2:2]([O:4][C:5]([N:7]1[CH2:11][CH2:10][C@H:9]([NH:12][C:13]2[CH:18]=[CH:17][C:16]([NH:19][C:20]([C:22]3[N:37]([CH2:38][CH3:39])[C:25]4[C:24]([CH:23]=3)=[CH:30][C:29]([Br:31])=[CH:28][CH:27]=4)=[O:21])=[CH:15][N:14]=2)[CH2:8]1)=[O:6])[CH3:3] |f:0.1,4.5|. Reported procedure: With a method similar to that used for the preparation of (S)-3-{5-[(5-bromo-benzo[b]thiophene-2-carbonyl)-amino]-pyridin-2-ylamino}-pyrrolidine-1-carboxylic acid ethyl ester hydrochloride, (S)-3-{5-[(5-bromo-1-ethyl-1,4-indole-2-carbonyl)-amino]-pyridin-2-ylamino}-pyrrolidine-1-carboxylic acid ethyl ester hydrochloride was prepared from (S)-3-(5-amino-pyridin-2-ylamino)-pyrrolidine-1-carboxylic acid ethyl ester and 5-bromo-1-ethyl-indole-2-carboxylic acid. LCMS for C23H26BrN5O3 calcd. (m/e) 499...